The task is: describe an organic reaction: reactants, conditions, products, and yield. This data is from the Open Reaction Database (ORD), a public repository of structured organic reaction records. The reactants are N1C=CC=2C1=NC=CC2 (1H-pyrrolo[2,3-b]pyridine), C=O (formaldehyde), N1(CCNCC1)C1=NC=CC=N1 (2-(1-piperazinyl)pyrimidine), C(C)(=O)[O-].[Na+] (sodium acetate). Yields the product N1=C(N=CC=C1)N1CCN(CC1)CC1=CC=2C(=NC=CC2)N1 (2-{[4-(2-pyrimidinyl)-1-piperazinyl]methyl}-1H-pyrrolo[2,3-b]pyridine). Reaction SMILES: [NH:1]1[C:5]2=[N:6][CH:7]=[CH:8][CH:9]=[C:4]2[CH:3]=[CH:2]1.[N:10]1([C:16]2[N:21]=[CH:20][CH:19]=[CH:18][N:17]=2)[CH2:15][CH2:14][NH:13][CH2:12][CH2:11]1.[C:22]([O-])(=O)C.[Na+].C=O>>[N:21]1[CH:20]=[CH:19][CH:18]=[N:17][C:16]=1[N:10]1[CH2:15][CH2:14][N:13]([CH2:22][C:2]2[NH:1][C:5]3=[N:6][CH:7]=[CH:8][CH:9]=[C:4]3[CH:3]=2)[CH2:12][CH2:11]1 |f:2.3|. Reported procedure: 1H-pyrrolo[2,3-b]pyridine (47 mg, 0.40 mmol), 2-(1-piperazinyl)pyrimidine (65 mg, 0.48 mmol), sodium acetate (72 mg, 0.53 mmol), and formaldehyde (0.48 mmol) were processed as described in Example 18 to provide the title compound. 1H NMR (300 MHz, DMSO-d6) δ 2.42 (m, 4H) 3.68 (m, 4H) 4.05 (s, 2H) 5.59 (s, 1H) 6.60 (m, 1H) 7.08 (m, 2H) 7.37 (m, 2H 8.07 (m, 2H). (ESI) m/z 295 (M+H)+.